From a dataset of the Open Reaction Database (ORD), a public repository of structured organic reaction records. describe an organic reaction: reactants, conditions, products, and yield The reactants are CC1=C(C)C(=O)C(C(CCCC#CCO)c2ccccc2)=C(C)C1=O, CC(C)=O. The product is CC1=C(C)C(=O)C(C(CCCC#CC(=O)O)c2ccccc2)=C(C)C1=O. RXN SMILES: [CH3:1][C:2]1=[C:3]([CH:12]([CH2:13][CH2:14][CH2:15][C:16]#[C:17][CH2:18][OH:19])[c:20]2[cH:21][cH:22][cH:23][cH:24][cH:25]2)[C:4](=[O:11])[C:5]([CH3:10])=[C:6]([CH3:9])[C:7]1=[O:8].[CH3:26][C:27]([CH3:28])=[O:29]>>[CH3:1][C:2]1=[C:3]([CH:12]([CH2:13][CH2:14][CH2:15][C:16]#[C:17][C:18](=[O:19])[OH:29])[c:20]2[cH:21][cH:22][cH:23][cH:24][cH:25]2)[C:4](=[O:11])[C:5]([CH3:10])=[C:6]([CH3:9])[C:7]1=[O:8]. Starting materials: O.OC1=CC=CC=2NN=NC21 (hydroxybenzotriazole hydrate), C(C)(C)N(CC)C(C)C (diisopropylethylamine), C(C)N=C=NCCCN(C)C (1-ethyl-3-(3-dimethylaminopropyl) carbodiimide), C1(CC1)C=1N=CC(=NC1)O[C@@H]1C[C@@H]2N(CCNC2)C1 ((7R,8aS)-7-[(5-cyclopropylpyrazin-2-yl)oxy]octahydropyrrolo[1,2-a]-pyrazine), FC1=CC=C(C=C1)CC(=O)O (2-(4-fluorophenyl)acetic acid). Solvent: ClCCl (dichloromethane). Reaction conditions: time 16 hour. Yields the product C1(CC1)C=1N=CC(=NC1)O[C@@H]1C[C@@H]2N(CCN(C2)C(CC2=CC=C(C=C2)F)=O)C1 (1-[(7R,8aS)-7-[(5-cyclopropylpyrazin-2-yl)oxy]hexahydropyrrolo[1,2-a]pyrazin-2(1H)-yl]-2-(4-fluorophenyl)ethanone), solid. Isolated yield 35.0%. Reaction SMILES: [CH:1]1([C:4]2[N:5]=[CH:6][C:7]([O:10][C@H:11]3[CH2:19][N:14]4[CH2:15][CH2:16][NH:17][CH2:18][C@@H:13]4[CH2:12]3)=[N:8][CH:9]=2)[CH2:3][CH2:2]1.[F:20][C:21]1[CH:26]=[CH:25][C:24]([CH2:27][C:28](O)=[O:29])=[CH:23][CH:22]=1.C(N=C=NCCCN(C)C)C.O.OC1C2N=NNC=2C=CC=1.C(N(C(C)C)CC)(C)C>ClCCl>[CH:1]1([C:4]2[N:5]=[CH:6][C:7]([O:10][C@H:11]3[CH2:19][N:14]4[CH2:15][CH2:16][N:17]([C:28](=[O:29])[CH2:27][C:24]5[CH:25]=[CH:26][C:21]([F:20])=[CH:22][CH:23]=5)[CH2:18][C@@H:13]4[CH2:12]3)=[N:8][CH:9]=2)[CH2:3][CH2:2]1 |f:3.4|. Procedure details: To a mixture of the product from Example 54F (30 mg, 0.115 mmol) and 2-(4-fluorophenyl)acetic acid (21.3 mg, 0.138 mmol) was added a solution of 1-ethyl-3-(3-dimethylaminopropyl) carbodiimide (33.1 mg, 0.173 mmol) in dichloromethane (1.0 mL). To the resulting solution was added hydroxybenzotriazole hydrate (26.5 mg, 0.173 mmol) and diisopropylethylamine (0.040 mL, 0.230 mmol), and the mixture was stirred at room temperature for 16 hours. The mixture was partitioned between water and ethyl acetat... The reactants are ClC1=NC(=NC(=C1)O)C1=C(C=CC=C1)OCCC (4-chloro-6-hydroxy-2-(2-propoxyphenyl)pyrimidine), NCCCO (3-amino-1-propanol). Run in C(CC)O (n-propanol). The product is OCCCNC1=CC=NC(=N1)C1=C(C=CC=C1)OCCC (6(3-Hydroxypropylamino)-2-(2-propoxyphenyl)primidin). RXN SMILES: Cl[C:2]1[CH:7]=[C:6](O)[N:5]=[C:4]([C:9]2[CH:14]=[CH:13][CH:12]=[CH:11][C:10]=2[O:15][CH2:16][CH2:17][CH3:18])[N:3]=1.[NH2:19][CH2:20][CH2:21][CH2:22][OH:23]>C(O)CC>[OH:23][CH2:22][CH2:21][CH2:20][NH:19][C:6]1[N:5]=[C:4]([C:9]2[CH:14]=[CH:13][CH:12]=[CH:11][C:10]=2[O:15][CH2:16][CH2:17][CH3:18])[N:3]=[CH:2][CH:7]=1. Procedure: A stirred solution of 4-chloro-6-hydroxy-2-(2-propoxyphenyl)pyrimidine (0.66 g) and 3-amino-1-propanol (0.56 g) in n-propanol was heated under reflux for 16 hours. The cooled reaction mixture was evaporated under reduced pressure to yield an oil which was partitioned between chloroform (20 ml) and water (20 ml). The chloroform layer was separated from the aqueous layer which was extracted with chloroform (2×10 ml) and the combined chloroform layers were washed with water, dried (magnesium sulpha... Starting materials: [Li]CCCC (n-BuLi), BrC=1C=C2C(CCSC2=CC1)(C)C (6-Bromo-4,4-dimethyl-3,4-dihydro-2H-thiochromene), CN(C)C=O (DMF). Solvent: C1CCOC1 (THF). Conditions: temperature -78 celsius, time 10 minute. The product is CC1(CCSC2=CC=C(C=C12)C=O)C (4,4-dimethyl-3,4-dihydro-2H-thiochromene-6-carbaldehyde). RXN SMILES: Br[C:2]1[CH:3]=[C:4]2[C:9](=[CH:10][CH:11]=1)[S:8][CH2:7][CH2:6][C:5]2([CH3:13])[CH3:12].[Li]CCCC.CN([CH:22]=[O:23])C>C1COCC1>[CH3:12][C:5]1([CH3:13])[C:4]2[C:9](=[CH:10][CH:11]=[C:2]([CH:22]=[O:23])[CH:3]=2)[S:8][CH2:7][CH2:6]1. Procedure: 1-Bromo-4-[(3-methylbut-3-en-1-yl)sulfanyl]benzene (1.05 g, 4.08 mmol) dissolved in dichloromethane (24.0 mL) was cooled to 0° C., and aluminum chloride (0.60 g, 4.49 mmol) was added portionwise. The reaction mixture was stirred at 0° C. for 1 hour and warmed to room temperature for another hour. It was then poured into an Erlenmeyer flask containing a 10% aqueous NaOH solution and ice. The mixture was extracted with dichloromethane (2×, 40.0 mL), and the combined organic layers were dried over ... Starting materials: 20, ClC1=CC=C(C=C1)C(C#N)(C)C1=C(C=C(C=C1)[N+](=O)[O-])Cl (4-chloro-α-(2-chloro-4-nitrophenyl)-α-methylbenzeneacetonitrile), [Cl-].[NH4+] (ammonium chloride). The reagents and catalysts are [Fe] (iron). Solvent: CC1=CC=CC=C1 (methylbenzene). The product is 10, NC1=CC(=C(C=C1)C(C#N)(C1=CC=C(C=C1)Cl)C)Cl (α-(4-amino-2-chlorophenyl)-4-chloro-α-methylbenzeneacetonitrile). As a reaction SMILES: [Cl:1][C:2]1[CH:7]=[CH:6][C:5]([C:8]([C:12]2[CH:17]=[CH:16][C:15]([N+:18]([O-])=O)=[CH:14][C:13]=2[Cl:21])([CH3:11])[C:9]#[N:10])=[CH:4][CH:3]=1.[Cl-].[NH4+]>[Fe].CC1C=CC=CC=1>[NH2:18][C:15]1[CH:16]=[CH:17][C:12]([C:8]([CH3:11])([C:5]2[CH:6]=[CH:7][C:2]([Cl:1])=[CH:3][CH:4]=2)[C:9]#[N:10])=[C:13]([Cl:21])[CH:14]=1 |f:1.2|. Procedure details: A mixture of 20 parts of 4-chloro-α-(2-chloro-4-nitrophenyl)-α-methylbenzeneacetonitrile, 7 parts of iron powder, 250 parts of ammonium chloride solution 0.78N and 200 parts of methylbenzene was stirred and refluxed for 3 hours. The reaction mixture was filtered hot. The aqueous phase was separated and washed with methylbenzene. The combined organic layers were washed successively with water, sodium hydrogen carbonate solution and again with water, dried and evaporated. The residue was washed wi... Reactants: CC1(C)OB(c2ccc(Nc3nc4ccccc4s3)c(F)c2)OC1(C)C, CN1CCN(C2CCC(n3nc(I)c4c(N)ncnc43)CC2)CC1. Product: CN1CCN(C2CCC(n3nc(-c4ccc(Nc5nc6ccccc6s5)c(F)c4)c4c(N)ncnc43)CC2)CC1. As a reaction SMILES: [F:25][c:26]1[c:27]([NH:41][c:42]2[s:43][c:44]3[c:45]([n:46]2)[cH:47][cH:48][cH:49][cH:50]3)[cH:28][cH:29][c:30]([B:32]2[O:33][C:34]([CH3:35])([CH3:36])[C:37]([CH3:38])([CH3:39])[O:40]2)[cH:31]1.[I:1][c:2]1[n:3][n:4]([CH:12]2[CH2:13][CH2:14][CH:15]([N:18]3[CH2:19][CH2:20][N:21]([CH3:24])[CH2:22][CH2:23]3)[CH2:16][CH2:17]2)[c:5]2[n:6][cH:7][n:8][c:9]([NH2:11])[c:10]12>>[c:2]1(-[c:30]2[cH:29][cH:28][c:27]([NH:41][c:42]3[s:43][c:44]4[c:45]([n:46]3)[cH:47][cH:48][cH:49][cH:50]4)[c:26]([F:25])[cH:31]2)[n:3][n:4]([CH:12]2[CH2:13][CH2:14][CH:15]([N:18]3[CH2:19][CH2:20][N:21]([CH3:24])[CH2:22][CH2:23]3)[CH2:16][CH2:17]2)[c:5]2[n:6][cH:7][n:8][c:9]([NH2:11])[c:10]12. Reactants: CNCC1=CC=CC=C1 (Methylbenzylamine), C(C)(C)(C)OC(=O)N1CC(C(CC1)=O)C ((±)-3-Methyl-4-oxo-piperidine-1-carboxylic acid tert-butyl ester), C(C)(=O)O[BH-](OC(C)=O)OC(C)=O.[Na+] (sodium triacetoxyborohydride). Run in ClCCl (dichloromethane). Conditions: time 8 hour. The product is C(C)(C)(C)OC(=O)N1C[C@@H]([C@H](CC1)N[C@H](C)C1=CC=CC=C1)C ((3S, 4S)-3-methyl-4-(1-(R)-phenyl-ethylamino)-piperidine-1-carboxylic acid tert-butyl ester). RXN SMILES: [C:1]([O:5][C:6]([N:8]1[CH2:13][CH2:12][C:11](=O)[CH:10]([CH3:15])[CH2:9]1)=[O:7])([CH3:4])([CH3:3])[CH3:2].C[NH:17][CH2:18][C:19]1[CH:24]=[CH:23][CH:22]=[CH:21][CH:20]=1.[C:25](O[BH-](OC(=O)C)OC(=O)C)(=O)C.[Na+]>ClCCl>[C:1]([O:5][C:6]([N:8]1[CH2:13][CH2:12][C@H:11]([NH:17][C@@H:18]([C:19]2[CH:24]=[CH:23][CH:22]=[CH:21][CH:20]=2)[CH3:25])[C@@H:10]([CH3:15])[CH2:9]1)=[O:7])([CH3:4])([CH3:3])[CH3:2] |f:2.3|. Procedure: (±)-3-Methyl-4-oxo-piperidine-1-carboxylic acid tert-butyl ester (5.4 g, 25.3 mmol) was dissolved in dichloromethane (75 mL). R-(+)-□-Methylbenzylamine (3.1 g, 3.2 mL, 25.3 mmol) was added followed by sodium triacetoxyborohydride (10.7 g, 50.6 mmol). The reaction was stirred overnight at room temperature. LC/MS analysis revealed four components, with only one component clearly separated. The reaction was diluted with dichloromethane (150 mL) and extracted twice with water, once with brine and dr... The reactants are CN(Cc1ccc(C(F)(F)F)c(F)c1)C1CN(Cc2ccccc2)CC1c1ccc(Cl)c(F)c1, CC#N, O=C(Cl)OCC(Cl)(Cl)Cl. Product: CN(Cc1ccc(C(F)(F)F)c(F)c1)C1CNCC1c1ccc(Cl)c(F)c1. Reaction SMILES: [CH2:1]([c:2]1[cH:3][cH:4][cH:5][cH:6][cH:7]1)[N:8]1[CH2:9][CH:10]([N:21]([CH3:22])[CH2:23][c:24]2[cH:25][c:26]([F:34])[c:27]([C:30]([F:31])([F:32])[F:33])[cH:28][cH:29]2)[CH:11]([c:13]2[cH:14][c:15]([F:20])[c:16]([Cl:19])[cH:17][cH:18]2)[CH2:12]1.[CH3:44][C:45]#[N:46].[Cl:35][C:36]([O:37][CH2:38][C:39]([Cl:40])([Cl:41])[Cl:42])=[O:43]>>[NH:8]1[CH2:9][CH:10]([N:21]([CH3:22])[CH2:23][c:24]2[cH:25][c:26]([F:34])[c:27]([C:30]([F:31])([F:32])[F:33])[cH:28][cH:29]2)[CH:11]([c:13]2[cH:14][c:15]([F:20])[c:16]([Cl:19])[cH:17][cH:18]2)[CH2:12]1. Reactants: BrCC1=C(C(NC12CCCCC2)=O)C2=CC=C(C=C2)OC (4-Bromomethyl-3-(4-methoxyphenyl)-1-azaspiro[4.5]dec-3-ene-2-one), C(C)N (ethylamine). Solvent: C(C)O (ethanol). Yields the product C(C)NCC1=C(C(NC12CCCCC2)=O)C2=CC=C(C=C2)OC (4-ethylaminomethyl-3-(4-methoxyphenyl)-1-azaspiro[4.5]dec-3-ene-2-one). The yield is 98.0%. As a reaction SMILES: Br[CH2:2][C:3]1[C:7]2([CH2:12][CH2:11][CH2:10][CH2:9][CH2:8]2)[NH:6][C:5](=[O:13])[C:4]=1[C:14]1[CH:19]=[CH:18][C:17]([O:20][CH3:21])=[CH:16][CH:15]=1.[CH2:22]([NH2:24])[CH3:23]>C(O)C>[CH2:22]([NH:24][CH2:2][C:3]1[C:7]2([CH2:12][CH2:11][CH2:10][CH2:9][CH2:8]2)[NH:6][C:5](=[O:13])[C:4]=1[C:14]1[CH:19]=[CH:18][C:17]([O:20][CH3:21])=[CH:16][CH:15]=1)[CH3:23]. Procedure: 4-Bromomethyl-3-(4-methoxyphenyl)-1-azaspiro[4.5]dec-3-ene-2-one (250 mg, 0.71 mmol) was dissolved in ethanol (15 mL) and ethylamine (70% solution in water, 2 mL), the mixture was stirred overnight at room temperature and concentrated. The residue was dissolved in CH2Cl2, washed with water and extracted with 0.5 M HCl. After addition of NaOH and extraction with CH2Cl2 the organic layer was dried (Na2SO4) and evaporated to yield 0.22 g (98%)of 4-ethylaminomethyl-3-(4-methoxyphenyl)-1-azaspiro[4.5... The reactants are CN1CCC(CC1)(OC1=C(C=C(C=C1)F)[N+](=O)[O-])C#C (N-methyl-4-ethynyl-4-(4-fluoro-2-nitrophenoxy)piperidine), C([O-])([O-])=O.[K+].[K+] (potassium carbonate), ClC(=O)OCC (ethyl chloroformate). The solvent is C1=CC=CC=C1 (benzene). Yields the product C(C)OC(=O)N1CCC(CC1)(OC1=C(C=C(C=C1)F)[N+](=O)[O-])C#C (1-N-Ethoxycarbonyl-4-ethynyl-4-(4-fluoro-2-nitrophenoxy)piperidine). Yield: 83.9%. RXN SMILES: C[N:2]1[CH2:7][CH2:6][C:5]([C:19]#[CH:20])([O:8][C:9]2[CH:14]=[CH:13][C:12]([F:15])=[CH:11][C:10]=2[N+:16]([O-:18])=[O:17])[CH2:4][CH2:3]1.C(=O)([O-])[O-].[K+].[K+].Cl[C:28]([O:30][CH2:31][CH3:32])=[O:29]>C1C=CC=CC=1>[CH2:31]([O:30][C:28]([N:2]1[CH2:7][CH2:6][C:5]([C:19]#[CH:20])([O:8][C:9]2[CH:14]=[CH:13][C:12]([F:15])=[CH:11][C:10]=2[N+:16]([O-:18])=[O:17])[CH2:4][CH2:3]1)=[O:29])[CH3:32] |f:1.2.3|. Procedure: A suspension of 223 g of N-methyl-4-ethynyl-4-(4-fluoro-2-nitrophenoxy)piperidine, 2 l of dry benzene, 165 g of anhydrous potassium carbonate and 130.3 g of ethyl chloroformate was stirred at reflux for 18 hr under nitrogen. The mixture was filtered and the solvent evaporated. The residue was dissolved in ether, washed with hydrochloric acid, saturated sodium bicarbonate solution, water and saturated sodium chloride solution. The ether solution was dried over anhydrous sodium sulfate and filtere...